This data is from the Open Reaction Database (ORD), a public repository of structured organic reaction records. The task is: describe an organic reaction: reactants, conditions, products, and yield Procedure: A suspension of 7-aminoindole (4.10 g, 0.031 moles), bischloroethylamine hydrochloride (6.23 g, 0.035 moles) and potassium carbonate (9.66 g, 0.035 moles) in butanol (100 ml) was heated at reflux under argon for 6h. Further bischloroethylamine hydrochloride (3.0 g, 0.016 moles) and potassium carbonate (4.5 g, 0.016 moles) was added, then the suspension was heated at reflux under argon for 18 h. The solvent was evaporated in vacuo to give a deep purple residue which was taken up into dilute hydro... Isolated yield 32.3%. Solvent: C(CCC)O (butanol). As a reaction SMILES: [NH2:1][C:2]1[CH:3]=[CH:4][CH:5]=[C:6]2[C:10]=1[NH:9][CH:8]=[CH:7]2.Cl.Cl[CH2:13][CH2:14][NH:15][CH2:16][CH2:17]Cl.C(=O)([O-])[O-].[K+].[K+].Cl>C(O)CCC>[N:1]1([C:2]2[CH:3]=[CH:4][CH:5]=[C:6]3[C:10]=2[NH:9][CH:8]=[CH:7]3)[CH2:17][CH2:16][NH:15][CH2:14][CH2:13]1 |f:1.2,3.4.5|. Product: N1(CCNCC1)C=1C=CC=C2C=CNC12 (7-(1-piperazinyl)indole). Reactants: Cl (hydrochloric acid), Cl.ClCCNCCCl (bischloroethylamine hydrochloride), C([O-])([O-])=O.[K+].[K+] (potassium carbonate), NC=1C=CC=C2C=CNC12 (7-aminoindole), Cl.ClCCNCCCl (bischloroethylamine hydrochloride), C([O-])([O-])=O.[K+].[K+] (potassium carbonate). Reactants: COC(=O)Cc1ccc(OCCBr)cc1, CO, [Na+], [OH-], O. Product: O=C(O)Cc1ccc(OCCBr)cc1. RXN SMILES: [Br:1][CH2:2][CH2:3][O:4][c:5]1[cH:6][cH:7][c:8]([CH2:11][C:12](=[O:13])[O:14][CH3:15])[cH:9][cH:10]1.[CH3:16][OH:17].[Na+:19].[OH-:18].[OH2:20]>>[Br:1][CH2:2][CH2:3][O:4][c:5]1[cH:6][cH:7][c:8]([CH2:11][C:12](=[O:13])[OH:14])[cH:9][cH:10]1. Starting materials: C(C)(=O)OCC (ethyl acetate), CN[C@H]1CC[C@H](C2=C1C=CC=C2)C=3C=CC(=C(C3)Cl)Cl.C(C(O)C1=CC=CC=C1)(=O)[O-] (sertraline mandelate), C([O-])(O)=O.[Na+] (Sodium bicarbonate), C([O-])(O)=O.[Na+] (sodium bicarbonate). Run in O (water). Run at temperature 50 celsius, time 8 hour. Yields the product CN[C@H]1CC[C@H](C2=C1C=CC=C2)C=3C=CC(=C(C3)Cl)Cl.Cl (Sertraline Hydrochloride). RXN SMILES: C(OCC)(=O)C.[CH3:7][NH:8][C@@H:9]1[C:14]2[CH:15]=[CH:16][CH:17]=[CH:18][C:13]=2[C@H:12]([C:19]2[CH:20]=[CH:21][C:22]([Cl:26])=[C:23]([Cl:25])[CH:24]=2)[CH2:11][CH2:10]1.C([O-])(=O)C(C1C=CC=CC=1)O.C(=O)(O)[O-].[Na+]>O>[CH3:7][NH:8][C@@H:9]1[C:14]2[CH:15]=[CH:16][CH:17]=[CH:18][C:13]=2[C@H:12]([C:19]2[CH:20]=[CH:21][C:22]([Cl:26])=[C:23]([Cl:25])[CH:24]=2)[CH2:11][CH2:10]1.[ClH:25] |f:1.2,3.4,6.7|. Reported procedure: To a 12 liter, 3 neck round-bottom flask equipped with mechanical stirrer, 2900ml of ethyl acetate, 2900ml water and 446.1gms of sertraline mandelate salt were combined. Sodium bicarbonate, 107 grams and 3560ml of saturated sodium bicarbonate solution were then added and the resulting two essentially clear layers were separated. The aqueous layer was further extracted with 4×740ml of ethyl acetate. The combined ethyl acetate layers were washed with 3×750ml water, 900ml of brine and separated. Th... Reactants: COc1cc(Br)cc(OC)c1, C1CC2OC2C1. The product is COc1cc(OC)cc(C2CCCC2O)c1. Reaction SMILES: [Br:7][c:8]1[cH:9][c:10]([O:16][CH3:17])[cH:11][c:12]([O:14][CH3:15])[cH:13]1.[CH:1]12[CH:2]([CH2:3][CH2:4][CH2:5]1)[O:6]2>>[CH:1]1([OH:6])[CH:2]([c:8]2[cH:9][c:10]([O:16][CH3:17])[cH:11][c:12]([O:14][CH3:15])[cH:13]2)[CH2:3][CH2:4][CH2:5]1. Starting materials: O=C([O-])[O-], Cc1coc(COC2CCCCO2)cc1=O, CO, ClC(Cl)Cl, Cl, [K+], [K+]. Yields the product Cc1coc(CO)cc1=O. As a reaction SMILES: [C:17](=[O:18])([O-:19])[O-:20].[CH3:1][c:2]1[c:3](=[O:16])[cH:4][c:5]([CH2:8][O:9][CH:10]2[CH2:11][CH2:12][CH2:13][CH2:14][O:15]2)[o:6][cH:7]1.[CH3:27][OH:28].[CH:23]([Cl:24])([Cl:25])[Cl:26].[ClH:29].[K+:21].[K+:22]>>[CH3:1][c:2]1[c:3](=[O:16])[cH:4][c:5]([CH2:8][OH:9])[o:6][cH:7]1. The reactants are C1(CC1)CCO (2-cyclopropylethanol), ClC1=CC=C(C=C1)O (p-chlorophenol), OC1=CC=C(C=O)C=C1 (4-hydroxybenzaldehyde), O[C@H]1CC[C@H](CC1)C(=O)N(C)OC (cis-4-hydroxy-N-methoxy-N-methylcyclohexanecarboxamide). The product is ClC1=CC=C(O[C@@H]2CC[C@H](CC2)C(=O)N(C)OC)C=C1 (trans-4-(4-chlorophenoxy)-N-methoxy-N-methylcyclohexanecarboxamide). Yield: 33.9%. Reaction SMILES: C1(CCO)CC1.OC1C=CC(C=O)=CC=1.[OH:16][C@@H:17]1[CH2:22][CH2:21][C@H:20]([C:23]([N:25]([O:27][CH3:28])[CH3:26])=[O:24])[CH2:19][CH2:18]1.[Cl:29][C:30]1[CH:35]=[CH:34][C:33](O)=[CH:32][CH:31]=1>>[Cl:29][C:30]1[CH:35]=[CH:34][C:33]([O:16][C@H:17]2[CH2:22][CH2:21][C@H:20]([C:23]([N:25]([O:27][CH3:28])[CH3:26])=[O:24])[CH2:19][CH2:18]2)=[CH:32][CH:31]=1. Reported procedure: Instead of 2-cyclopropylethanol and 4-hydroxybenzaldehyde, the compound (850 mg) obtained in step (1) above and p-chlorophenol (700 mg) were respectively used and treated by the same technique as in Reference Example 11-1 to give trans-4-(4-chlorophenoxy)-N-methoxy-N-methylcyclohexanecarboxamide as a colorless solid (458 mg). The reactants are CCOC=C(C(=O)OCC)C(=O)OCC, COc1cc(N)ccc1OCc1ccccc1, CCO. The product is CCOC(=O)C(=CNc1ccc(OCc2ccccc2)c(OC)c1)C(=O)OCC. RXN SMILES: [CH2:18]([O:19][CH:21]=[C:22]([C:23](=[O:24])[O:25][CH2:26][CH3:27])[C:28](=[O:29])[O:30][CH2:31][CH3:32])[CH3:20].[CH2:1]([c:2]1[cH:3][cH:4][cH:5][cH:6][cH:7]1)[O:8][c:9]1[c:10]([O:16][CH3:17])[cH:11][c:12]([NH2:13])[cH:14][cH:15]1.[CH3:33][CH2:34][OH:35]>>[CH2:1]([c:2]1[cH:3][cH:4][cH:5][cH:6][cH:7]1)[O:8][c:9]1[c:10]([O:16][CH3:17])[cH:11][c:12]([NH:13][CH:21]=[C:22]([C:23](=[O:24])[O:25][CH2:26][CH3:27])[C:28](=[O:29])[O:30][CH2:31][CH3:32])[cH:14][cH:15]1. The reactants are O=O (oxygen), cobalt di-(5-methylsalcylal)-3,3'-diimino-di-n-propylamine, CC1=C(C=C(C=C1C)C)O (2,3,5-trimethylphenol), aqueous solution, CN(C)C (trimethylamine). Solvent: C(Cl)(Cl)Cl (chloroform), C(Cl)(Cl)Cl (chloroform), C(Cl)(Cl)Cl (chloroform). Yields the product CC1=CC(=O)C(=C(C1=O)C)C (pseudocumoquinone). As a reaction SMILES: CN(C)C.[O:5]=O.[CH3:7][C:8]1[C:13]([CH3:14])=[CH:12][C:11]([CH3:15])=[CH:10][C:9]=1[OH:16]>C(Cl)(Cl)Cl>[CH3:15][C:11]1[C:12](=[O:5])[C:13]([CH3:14])=[C:8]([CH3:7])[C:9](=[O:16])[CH:10]=1. Procedure: 0.4 g of cobalt di-(5-methylsalcylal)-3,3'-diimino-di-n-propylamine (0.0001 mole) was dissolved in chloroform. To this was added 0.2 ml of an aqueous solution of 30% trimethylamine (0.0001 mole), which had been dissolved in 20 ml of chloroform, followed by the introduction of oxygen thereinto, but very little oxygen was absorbed. Upon adding a solution of 1.36 g of 2,3,5-trimethylphenol (0.01 mole) in 200 ml of chloroform to the above solution, the absorption of oxygen started, and in 5 hours th... The reactants are FC1=CC=CC2=C1C(=NCC(N2)=S)C2=C(C=CC=C2)Br (1,3-dihydro-6-fluoro-5-(o-bromophenyl)-2H-1,4-benzodiazepine-2-thione), COCC(=O)NN (methoxyacetic acid hydrazide). The solvent is C(CCC)O (n-butyl alcohol). The product is FC1=CC=CC2=C1C(=NCC=1N2C(=NN1)COC)C1=C(C=CC=C1)Br (7-fluoro-1-(methoxymethyl)-6-(o-bromophenyl)-4H-s-triazolo[4,3-a][1,4]benzodiazepine). Reaction SMILES: [F:1][C:2]1[C:7]2[C:8]([C:14]3[CH:19]=[CH:18][CH:17]=[CH:16][C:15]=3[Br:20])=[N:9][CH2:10][C:11](=S)[NH:12][C:6]=2[CH:5]=[CH:4][CH:3]=1.[CH3:21][O:22][CH2:23][C:24]([NH:26][NH2:27])=O>C(O)CCC>[F:1][C:2]1[C:7]2[C:8]([C:14]3[CH:19]=[CH:18][CH:17]=[CH:16][C:15]=3[Br:20])=[N:9][CH2:10][C:11]3[N:12]([C:24]([CH2:23][O:22][CH3:21])=[N:26][N:27]=3)[C:6]=2[CH:5]=[CH:4][CH:3]=1. Procedure details: In the manner given in Example 1, a solution of 1,3-dihydro-6-fluoro-5-(o-bromophenyl)-2H-1,4-benzodiazepine-2-thione in n-butyl alcohol was heated to reflux with methoxyacetic acid hydrazide to give 7-fluoro-1-(methoxymethyl)-6-(o-bromophenyl)-4H-s-triazolo[4,3-a][1,4]benzodiazepine.